From a dataset of the Open Reaction Database (ORD), a public repository of structured organic reaction records. describe an organic reaction: reactants, conditions, products, and yield As a reaction SMILES: [N-:1]=[N+:2]=[N-:3].[Na+].CC1C=CC(S(O[C@H:16]2[CH2:20][CH2:19][N:18]([C:21]([C:23]3[CH:31]=[C:30]4[C:26]([C:27]([S:45]([CH3:47])=[O:46])=[CH:28][N:29]4[C:32]4[N:37]=[CH:36][C:35]([C:38]5[CH:43]=[CH:42][CH:41]=[CH:40][C:39]=5[F:44])=[CH:34][N:33]=4)=[CH:25][CH:24]=3)=[O:22])[CH2:17]2)(=O)=O)=CC=1>CN(C=O)C>[N:1]([C@@H:20]1[CH2:16][CH2:17][N:18]([C:21]([C:23]2[CH:31]=[C:30]3[C:26]([C:27]([S:45]([CH3:47])=[O:46])=[CH:28][N:29]3[C:32]3[N:37]=[CH:36][C:35]([C:38]4[CH:43]=[CH:42][CH:41]=[CH:40][C:39]=4[F:44])=[CH:34][N:33]=3)=[CH:25][CH:24]=2)=[O:22])[CH2:19]1)=[N+:2]=[N-:3] |f:0.1|. The reactants are [N-]=[N+]=[N-].[Na+] (Sodium azide), CC1=CC=C(C=C1)S(=O)(=O)O[C@@H]1CN(CC1)C(=O)C1=CC=C2C(=CN(C2=C1)C1=NC=C(C=N1)C1=C(C=CC=C1)F)S(=O)C ((3S)-1-(1-(5-(2-Fluorophenyl)pyrimidin-2-yl)-3-(methylsulfinyl)-1H-indole-6-carbonyl)pyrrolidin-3-yl 4-methylbenzenesulfonate). Product: N(=[N+]=[N-])[C@H]1CN(CC1)C(=O)C1=CC=C2C(=CN(C2=C1)C1=NC=C(C=N1)C1=C(C=CC=C1)F)S(=O)C (((R)-3-Azidopyrrolidin-1-yl)(1-(5-(2-fluorophenyl)pyrimidin-2-yl)-3-(methylsulfinyl)-1H-indol-6-yl)methanone). Run at temperature 60 celsius, time 2 hour. Procedure details: Sodium azide (0.31 g, 4.79 mmol) was added to a solution of 68a) (0.75 g, 1.37 mmol) in DMF (8.65 mL) and the resulting mixture was stirred at 60° C. for 2 h. After cooling to ambient temperature, the reaction mixture was poured onto water and extracted with dichloromethane (3×30 mL). The organic phase was dried over sodium sulfate and concentrated. The remnant was purified by flash column chromatography [silica; 2.5% methanol in dichloromethane]. White solid. Yield: 0.4 g (59% of theory). HPLC-... Run in CN(C)C=O (DMF). The reactants are C([O-])(O)=O.[Na+] (sodium bicarbonate), C(C)OC(C1=C(C(=CC=C1)OC)Br)=O (2-bromo-3-methoxybenzoic acid ethyl ester), C1(=CC=CC=C1)B(O)O (benzeneboronic acid), O (water). Reagents/catalysts: C=1C=CC(=CC1)[P](C=2C=CC=CC2)(C=3C=CC=CC3)[Pd]([P](C=4C=CC=CC4)(C=5C=CC=CC5)C=6C=CC=CC6)([P](C=7C=CC=CC7)(C=8C=CC=CC8)C=9C=CC=CC9)[P](C=1C=CC=CC1)(C=1C=CC=CC1)C=1C=CC=CC1 (tetrakis(triphenylphosphine)palladium(0)). Run in C1(=CC=CC=C1)C (toluene). Reaction conditions: temperature 80 celsius, time 2 hour. The product is C(C)OC(C1=C(C(=CC=C1)OC)C1=CC=CC=C1)=O (3-methoxy-2-phenylbenzoic acid ethyl ester). Isolated yield 35.0%. As a reaction SMILES: C(=O)(O)[O-].[Na+].[CH2:6]([O:8][C:9](=[O:19])[C:10]1[CH:15]=[CH:14][CH:13]=[C:12]([O:16][CH3:17])[C:11]=1Br)[CH3:7].[C:20]1(B(O)O)[CH:25]=[CH:24][CH:23]=[CH:22][CH:21]=1.O>C1(C)C=CC=CC=1.C1C=CC([P]([Pd]([P](C2C=CC=CC=2)(C2C=CC=CC=2)C2C=CC=CC=2)([P](C2C=CC=CC=2)(C2C=CC=CC=2)C2C=CC=CC=2)[P](C2C=CC=CC=2)(C2C=CC=CC=2)C2C=CC=CC=2)(C2C=CC=CC=2)C2C=CC=CC=2)=CC=1>[CH2:6]([O:8][C:9](=[O:19])[C:10]1[CH:15]=[CH:14][CH:13]=[C:12]([O:16][CH3:17])[C:11]=1[C:20]1[CH:25]=[CH:24][CH:23]=[CH:22][CH:21]=1)[CH3:7] |f:0.1,^1:40,42,61,80|. Procedure details: 2M Aqueous sodium bicarbonate (10 mL) was added to a suspension of 2-bromo-3-methoxybenzoic acid ethyl ester (2.06 g, 7.7 mmol), benzeneboronic acid (1.11 g), and tetrakis(triphenylphosphine)palladium(0) (0.30 g) in toluene (35 mL) under a nitrogen atmosphere. The mixture was stirred at 80° C. for 2 hours, poured into water, and extracted with diethyl ether. The organic layer was evaporated, and the residue was chromatographed, eluting with hexane/acetone (3:1) to give a semisolid oil. Recrystal... The reactants are ClC1=CC=C(N=N1)N1CCN(CC1)C(=O)C1=C(C=CC=C1)C(F)(F)F ([4-(6-chloropyridazin-3-yl)piperazin-1-yl]-(2-trifluoromethylphenyl)methanone), C1(=CC=CC=C1)CCN (2-phenylethylamine), CNCCC1=CC=CC=C1 (N-methyl-2-phenylethylamine). Product: C(CC1=CC=CC=C1)NC1=CC=C(N=N1)N1CCN(CC1)C(=O)C1=C(C=CC=C1)C(F)(F)F ([4-(6-PHENETHYLAMINOPYRIDAZIN-3-YL)PIPERAZIN-1-YL]-(2-TRIFLUOROMETHYLPHENYL)METHANONE), solid. The yield is 15.0%. RXN SMILES: [C:1]1([CH2:7][CH2:8][NH2:9])[CH:6]=[CH:5][CH:4]=[CH:3][CH:2]=1.CNCCC1C=CC=CC=1.Cl[C:21]1[N:26]=[N:25][C:24]([N:27]2[CH2:32][CH2:31][N:30]([C:33]([C:35]3[CH:40]=[CH:39][CH:38]=[CH:37][C:36]=3[C:41]([F:44])([F:43])[F:42])=[O:34])[CH2:29][CH2:28]2)=[CH:23][CH:22]=1>>[CH2:8]([NH:9][C:21]1[N:26]=[N:25][C:24]([N:27]2[CH2:28][CH2:29][N:30]([C:33]([C:35]3[CH:40]=[CH:39][CH:38]=[CH:37][C:36]=3[C:41]([F:42])([F:44])[F:43])=[O:34])[CH2:31][CH2:32]2)=[CH:23][CH:22]=1)[CH2:7][C:1]1[CH:6]=[CH:5][CH:4]=[CH:3][CH:2]=1. Procedure details: Following the procedure set forth above in Example 1, only making variations using 2-phenylethylamine to replace N-methyl-2-phenylethylamine to react with [4-(6-chloropyridazin-3-yl)piperazin-1-yl]-(2-trifluoromethylphenyl)methanone, the title compound was obtained as a white solid (11.8 mg, 15% yield). 1H NMR (CDCl3, 400 MHz) δ 7.74, 7.62-7.68, 7.52-7.57, 7.33-7.37, 7.28-7.32, 7.40-7.46, 6.83, 6.18, 3.95, 3.68-3.70, 3.30-3.50, 2.96. MS (ES+) m/z 456.4 (M+1). Starting materials: C1CCOC1, CC(C)CN, CCN(C(C)C)C(C)C, O=C(Cl)Oc1ccc([N+](=O)[O-])cc1, FC(F)(F)c1ccc(C2NCCc3ccccc32)cc1, O. Product: CC(C)CNC(=O)N1CCc2ccccc2C1c1ccc(C(F)(F)F)cc1. RXN SMILES: [CH2:48]1[O:49][CH2:50][CH2:51][CH2:52]1.[CH3:43][CH:44]([CH2:45][NH2:46])[CH3:47].[CH:21]([N:22]([CH2:23][CH3:24])[CH:25]([CH3:26])[CH3:27])([CH3:28])[CH3:29].[Cl:30][C:31](=[O:32])[O:33][c:34]1[cH:35][cH:36][c:37]([N+:38]([O-:39])=[O:40])[cH:41][cH:42]1.[F:1][C:2]([c:3]1[cH:4][cH:5][c:6]([CH:9]2[NH:10][CH2:11][CH2:12][c:13]3[cH:14][cH:15][cH:16][cH:17][c:18]32)[cH:7][cH:8]1)([F:19])[F:20].[OH2:53]>>[F:1][C:2]([c:3]1[cH:4][cH:5][c:6]([CH:9]2[N:10]([C:31](=[O:32])[NH:46][CH2:45][CH:44]([CH3:43])[CH3:47])[CH2:11][CH2:12][c:13]3[cH:14][cH:15][cH:16][cH:17][c:18]32)[cH:7][cH:8]1)([F:19])[F:20]. Starting materials: C1(=CC=CC=C1)C(O)(C=1C(=CC=CC1)C1=CC=CC=C1)C1=CC=CC=C1 (α,α-diphenyl-2-biphenylmethanol), C(=O)(O)[O-].[Na+] (NaHCO3), C1(=CC=CC=C1)C(O)(C=1C(=CC=CC1)C1=CC=CC=C1)C1=CC=CC=C1 (α,α-Diphenyl-2-biphenylmethanol), FC(C(=O)O)(F)F (trifluoroacetic acid). Run in C(Cl)Cl (CH2Cl2). The product is C1(=CC=CC=C1)C1(C2=CC=CC=C2C=2C=CC=CC12)C1=CC=CC=C1 (9,9-diphenylfluorene), solid. The yield is 99.0%. RXN SMILES: [C:1]1([C:7]([C:21]2[CH:26]=[CH:25][CH:24]=[CH:23][CH:22]=2)([C:9]2[C:10]([C:15]3[CH:20]=[CH:19][CH:18]=[CH:17][CH:16]=3)=[CH:11][CH:12]=[CH:13][CH:14]=2)O)[CH:6]=[CH:5][CH:4]=[CH:3][CH:2]=1.FC(F)(F)C(O)=O.C([O-])(O)=O.[Na+]>C(Cl)Cl>[C:1]1([C:7]2([C:21]3[CH:26]=[CH:25][CH:24]=[CH:23][CH:22]=3)[C:16]3[CH:17]=[CH:18][CH:19]=[CH:20][C:15]=3[C:10]3[C:9]2=[CH:14][CH:13]=[CH:12][CH:11]=3)[CH:6]=[CH:5][CH:4]=[CH:3][CH:2]=1 |f:2.3|. Procedure: 9,9-diphenylfluorene was prepared from α,α-diphenyl-2-biphenylmethanol by the following method. To a solution of the starting carbinol (0.50 g, 1.49 mmol) in CH2Cl2 (10 mL) was added trifluoroacetic acid (10 mL). After refluxing for 1 hour, the reaction was cautiously neutralized by the addition of aqueous NaHCO3. The mixture was then extracted with Et2O (2×100 mL) that was subsequently washed with additional H2O (100 mL) and brine, dried over MgSO4 and concentrated to white solid (0.47 g, 99% y... Starting materials: CO, CC(=O)NCC1CN(c2ccc(N3CCOCC3)c(F)c2)C(=O)O1, [Mg]. Yields the product CC(=O)[NH+]([O-])CC1CN(c2ccc(N3CCOCC3)c(F)c2)C(=O)O1. RXN SMILES: [CH3:26][OH:27].[F:1][c:2]1[cH:3][c:4]([N:14]2[C:15](=[O:24])[O:16][CH:17]([CH2:19][NH:20][C:21]([CH3:22])=[O:23])[CH2:18]2)[cH:5][cH:6][c:7]1[N:8]1[CH2:9][CH2:10][O:11][CH2:12][CH2:13]1.[Mg:25]>>[F:1][c:2]1[cH:3][c:4]([N:14]2[C:15](=[O:24])[O:16][CH:17]([CH2:19][NH+:20]([C:21]([CH3:22])=[O:23])[O-:27])[CH2:18]2)[cH:5][cH:6][c:7]1[N:8]1[CH2:9][CH2:10][O:11][CH2:12][CH2:13]1. The reactants are [K+].[Br-] (KBr), C12(CC3CC(CC(C1)C3)C2)C2=C(C=CC(=C2)OC)C/C=C/O (3-[2-(1-adamantyl)-4-methoxyphenyl]-(2E)-propenol). The reagents and catalysts are [Pd] (palladium on charcoal). Solvent: C(C)O (ethanol). Conditions: time 48 hour. Yields the product C12(CC3CC(CC(C1)C3)C2)C2=C(C=CC(=C2)OC)CCCO (3-[2-(1-adamantyl)-4-methoxyphenyl]-propanol). Yield: 74.6%. As a reaction SMILES: [K+].[Br-].[C:3]12([C:13]3[CH:18]=[C:17]([O:19][CH3:20])[CH:16]=[CH:15][C:14]=3[CH2:21]/[CH:22]=[CH:23]/[OH:24])[CH2:12][CH:7]3[CH2:8][CH:9]([CH2:11][CH:5]([CH2:6]3)[CH2:4]1)[CH2:10]2>C(O)C.[Pd]>[C:3]12([C:13]3[CH:18]=[C:17]([O:19][CH3:20])[CH:16]=[CH:15][C:14]=3[CH2:21][CH2:22][CH2:23][OH:24])[CH2:4][CH:5]3[CH2:11][CH:9]([CH2:8][CH:7]([CH2:6]3)[CH2:12]1)[CH2:10]2 |f:0.1|. Procedure details: For 3-[2-(1-Adamantyl)-4-methoxyphenyl]propionaldehyde (3n): Prepared by the following 5 step sequence. A solution of 2-(1-adamantyl)-1,4-hydroquinone (Miryan, N. I.; et al. Ukr. Khim. Zh. (Russ Ed.) 1990, 56, 183.) (1.88 g, 7.70 mmol) in acetone (100 mL) under a nitrogen atmosphere was treated with powdered potassium carbonate (1.06 g, 7.70 mmol) and dimethylsulfate (0.97 g, 7.70 mmol). After stirring for 48 h at reflux, the reaction mixture was cooled and concentrated in vacuo. The residue was...